From a dataset of the Open Reaction Database (ORD), a public repository of structured organic reaction records. describe an organic reaction: reactants, conditions, products, and yield The reactants are CCO, CI, [K+], [OH-], COc1cccc2cc(O)cnc12. Product: COc1cnc2c(OC)cccc2c1. As a reaction SMILES: [CH3:18][CH2:19][OH:20].[I:16][CH3:17].[K+:15].[OH-:14].[OH:1][c:2]1[cH:3][n:4][c:5]2[c:6]([O:12][CH3:13])[cH:7][cH:8][cH:9][c:10]2[cH:11]1>>[O:1]([c:2]1[cH:3][n:4][c:5]2[c:6]([O:12][CH3:13])[cH:7][cH:8][cH:9][c:10]2[cH:11]1)[CH3:17]. Reactants: CC1=C(C=CC(=C1)[N+](=O)[O-])N=C1SC[C@@H](N1)CC(C)C ((4S)-2-(2-methyl-4-nitrophenylimino)-4-isobutyl-1,3-thiazolidine), C1(CCC1)CBr (cyclobutylmethyl bromide). Product: CC1=C(C=CC(=C1)[N+](=O)[O-])N=C1SC[C@@H](N1CC1CCC1)CC(C)C ((4S)-2-(2-methyl-4-nitrophenylimino)-4-isobutyl-3-(cyclobutylmethyl)-1,3-thiazolidine). RXN SMILES: [CH3:1][C:2]1[CH:7]=[C:6]([N+:8]([O-:10])=[O:9])[CH:5]=[CH:4][C:3]=1[N:11]=[C:12]1[NH:16][C@@H:15]([CH2:17][CH:18]([CH3:20])[CH3:19])[CH2:14][S:13]1.[CH:21]1([CH2:25]Br)[CH2:24][CH2:23][CH2:22]1>>[CH3:1][C:2]1[CH:7]=[C:6]([N+:8]([O-:10])=[O:9])[CH:5]=[CH:4][C:3]=1[N:11]=[C:12]1[N:16]([CH2:25][CH:21]2[CH2:24][CH2:23][CH2:22]2)[C@@H:15]([CH2:17][CH:18]([CH3:20])[CH3:19])[CH2:14][S:13]1. Procedure: (1S)-1-(Hydroxymethyl)-3-methylbutylamine was made from (L)-leucine methyl ester as described in Method B1b. The 2-hydroxyethylamine was converted to (1S)-1-(chloromethyl)-3-methylbutanammonium chloride as described in Method B7a. 2-Methyl-4-nitrophenyl isothiocyanate was reacted with (1S)-1-(chloromethyl)-3-methylbutanammonium chloride according to Method C1a to give (4S)-2-(2-methyl-4-nitrophenylimino)-4-isobutyl-1,3-thiazolidine. The thiazolidine was reacted with cyclobutylmethyl bromide acco... Reactants: C(C)(=O)OCC (ethyl acetate), OC1=CC=C(C=C1)CCC(C)NC(C)=O (N-[3-(4-Hydroxyphenyl)-1-methylpropyl]acetamide), ClC=1N=NC(=CC1)OC(C)C (3-chloro-6-isopropoxypyridazine), [H-].[Na+] (sodium hydride). Run in O (water), CN1CCCC1=O (NMP). Run at temperature 150 celsius, time 15 minute. Yields the product C(C)(C)OC1=CC=C(N=N1)OC1=CC=C(C=C1)CCC(C)NC(C)=O (N-{3-[4-(6-Isopropoxypyridazin-3-yloxy)phenyl]-1-methylpropyl}acetamide). Reaction SMILES: [OH:1][C:2]1[CH:7]=[CH:6][C:5]([CH2:8][CH2:9][CH:10]([NH:12][C:13](=[O:15])[CH3:14])[CH3:11])=[CH:4][CH:3]=1.[H-].[Na+].Cl[C:19]1[N:20]=[N:21][C:22]([O:25][CH:26]([CH3:28])[CH3:27])=[CH:23][CH:24]=1.C(OCC)(=O)C>CN1C(=O)CCC1.O>[CH:26]([O:25][C:22]1[N:21]=[N:20][C:19]([O:1][C:2]2[CH:3]=[CH:4][C:5]([CH2:8][CH2:9][CH:10]([NH:12][C:13](=[O:15])[CH3:14])[CH3:11])=[CH:6][CH:7]=2)=[CH:24][CH:23]=1)([CH3:28])[CH3:27] |f:1.2|. Reported procedure: N-[3-(4-Hydroxyphenyl)-1-methylpropyl]acetamide (311 mg, 1.5 mmol) was dissolved in 3 ml of NMP, admixed with sodium hydride (55% in oil) (120 mg, 3 mmol) and, after addition of 3-chloro-6-isopropoxypyridazine (259 mg, 1.5 mmol) stirred in a microwave reactor at 150° C. for 15 min. Following addition of ethyl acetate and water, the organic phase was separated off, concentrated and purified by preparative HPLC (PR18, acetonitrile/water 0.1% TFA). Yield: 40mg (8%), M+H+: 344.2. Reactants: CC(=O)c1ccc(OCc2ccccc2)c2ncccc12, ClC(Cl)Cl, O=C(OO)c1cccc(Cl)c1. Yields the product CC(=O)c1ccc(OCc2ccccc2)c2c1ccc[n+]2[O-]. As a reaction SMILES: [C:1]([CH3:2])(=[O:3])[c:4]1[c:5]2[cH:6][cH:7][cH:8][n:9][c:10]2[c:11]([O:14][CH2:15][c:16]2[cH:17][cH:18][cH:19][cH:20][cH:21]2)[cH:12][cH:13]1.[CH:33]([Cl:34])([Cl:35])[Cl:36].[Cl:22][c:23]1[cH:24][cH:25][cH:26][c:27]([C:28]([O:29][OH:31])=[O:30])[cH:32]1>>[C:1]([CH3:2])(=[O:3])[c:4]1[c:5]2[cH:6][cH:7][cH:8][n+:9]([O-:30])[c:10]2[c:11]([O:14][CH2:15][c:16]2[cH:17][cH:18][cH:19][cH:20][cH:21]2)[cH:12][cH:13]1.